From a dataset of the Open Reaction Database (ORD), a public repository of structured organic reaction records. describe an organic reaction: reactants, conditions, products, and yield Starting materials: Cl.C(C1=CC=CC=C1)(C1=CC=CC=C1)[C@@H]1CNCC[C@@H]1OCC1=CC(=CC=C1)OC(F)(F)F (cis-3-Benzhydryl-4-[[3-(trifluoromethoxy)benzyl]oxy]piperidine hydrochloride), C(=O)(OC(C)(C)C)NCC(=O)O (Boc-glycine). The product is C(C1=CC=CC=C1)(C1=CC=CC=C1)[C@@H]1CN(CC[C@@H]1OCC1=CC(=CC=C1)OC(F)(F)F)C(CN)=O (cis-2-[3-Benzhydryl-4-[[3-(trifluoromethoxy)benzyl]oxy]-1-piperidinyl]-2-oxoethanamine). RXN SMILES: Cl.[CH:2]([C@H:15]1[C@@H:20]([O:21][CH2:22][C:23]2[CH:28]=[CH:27][CH:26]=[C:25]([O:29][C:30]([F:33])([F:32])[F:31])[CH:24]=2)[CH2:19][CH2:18][NH:17][CH2:16]1)([C:9]1[CH:14]=[CH:13][CH:12]=[CH:11][CH:10]=1)[C:3]1[CH:8]=[CH:7][CH:6]=[CH:5][CH:4]=1.C([NH:41][CH2:42][C:43](O)=[O:44])(OC(C)(C)C)=O>>[CH:2]([C@H:15]1[C@@H:20]([O:21][CH2:22][C:23]2[CH:28]=[CH:27][CH:26]=[C:25]([O:29][C:30]([F:33])([F:31])[F:32])[CH:24]=2)[CH2:19][CH2:18][N:17]([C:43](=[O:44])[CH2:42][NH2:41])[CH2:16]1)([C:9]1[CH:14]=[CH:13][CH:12]=[CH:11][CH:10]=1)[C:3]1[CH:4]=[CH:5][CH:6]=[CH:7][CH:8]=1 |f:0.1|. Procedure: The compound (27.7 mg) obtained in Example 27 and Boc-glycine (21.0 mg) were reacted and treated in the same manner as in the method described in Example 29 to obtain the title compound. Starting materials: II (Iodine), C(C1=CC=CC=C1)O[C@@H]1[C@H](O[C@@H]([C@H]([C@@H]1OCC1=CC=CC=C1)OCC1=CC=CC=C1)COCC1=CC=CC=C1)C[Hg]Cl ((((2S,3S,4S,5R,6R)-3,4,5-tris(benzyloxy)-6-((benzyloxy)methyl)tetrahydro-2H-pyran-2-yl)methyl)mercury(II) chloride). Solvent: C(Cl)Cl (DCM), C(Cl)Cl (DCM). Reaction conditions: time 16 hour. The product is C(C1=CC=CC=C1)O[C@@H]1[C@H](O[C@@H]([C@H]([C@H]1OCC1=CC=CC=C1)OCC1=CC=CC=C1)CI)COCC1=CC=CC=C1 ((2R,3R,4S,5S,6S)-3,4,5-tris(benzyloxy)-2-((benzyloxy)methyl)-6-(iodomethyl)tetrahydro-2H-pyran). Isolated yield 8.2%. RXN SMILES: [I:1]I.[CH2:3]([O:10][C@H:11]1[C@@H:16]([O:17][CH2:18][C:19]2[CH:24]=[CH:23][CH:22]=[CH:21][CH:20]=2)[C@H:15]([O:25][CH2:26][C:27]2[CH:32]=[CH:31][CH:30]=[CH:29][CH:28]=2)[C@@H:14]([CH2:33][O:34][CH2:35][C:36]2[CH:41]=[CH:40][CH:39]=[CH:38][CH:37]=2)[O:13][C@@H:12]1[CH2:42][Hg]Cl)[C:4]1[CH:9]=[CH:8][CH:7]=[CH:6][CH:5]=1>C(Cl)Cl>[CH2:26]([O:25][C@H:15]1[C@H:16]([O:17][CH2:18][C:19]2[CH:24]=[CH:23][CH:22]=[CH:21][CH:20]=2)[C@H:11]([O:10][CH2:3][C:4]2[CH:9]=[CH:8][CH:7]=[CH:6][CH:5]=2)[C@@H:12]([CH2:42][I:1])[O:13][C@@H:14]1[CH2:33][O:34][CH2:35][C:36]1[CH:41]=[CH:40][CH:39]=[CH:38][CH:37]=1)[C:27]1[CH:32]=[CH:31][CH:30]=[CH:29][CH:28]=1. Reported procedure: Iodine (0.36 g, 14.4 mmol, 1.1 equiv) dissolved in dry DCM (20 mL) was added to a solution of (((2S,3S,4S,5R,6R)-3,4,5-tris(benzyloxy)-6-((benzyloxy)methyl)tetrahydro-2H-pyran-2-yl)methyl)mercury(II) chloride (1.0 g, 12.9 mmol, 1.0 equiv) in dry DCM (30 mL). The reaction mixture was stirred at room temperature for 16 hours and then quenched with saturated aqueous sodium thiosulfate solution (50 mL). The biphasic mixture was separated and then the organic layer was washed with saturated aqueous s... Starting materials: CC[O-], CCO, Fc1cnc(Cl)nc1, [Na+], Sc1ccccc1. Product: Fc1cnc(Sc2ccccc2)nc1. RXN SMILES: [CH3:16][CH2:17][O-:18].[CH3:20][CH2:21][OH:22].[Cl:1][c:2]1[n:3][cH:4][c:5]([F:8])[cH:6][n:7]1.[Na+:19].[SH:9][c:10]1[cH:11][cH:12][cH:13][cH:14][cH:15]1>>[c:2]1([S:9][c:10]2[cH:11][cH:12][cH:13][cH:14][cH:15]2)[n:3][cH:4][c:5]([F:8])[cH:6][n:7]1. The reactants are OC=1C=C2C=C(C(OC2=C(C1)C)C(F)(F)F)C(=O)OCC (ethyl 6-hydroxy-8-methyl-2-(trifluoromethyl)-2H-chromene-3-carboxylate), C(=O)([O-])[O-].[K+].[K+] (K2CO3), CC(=O)C (acetone). Run at temperature 55 celsius. The product is C(C)OC=1C=C2C=C(C(OC2=C(C1)C)C(F)(F)F)C(=O)OCC (ethyl 6-ethoxy-8-methyl-2-(trifluoromethyl)-2H-chromene-3-carboxylate). The yield is 98.0%. As a reaction SMILES: [OH:1][C:2]1[CH:3]=[C:4]2[C:9](=[C:10]([CH3:12])[CH:11]=1)[O:8][CH:7]([C:13]([F:16])([F:15])[F:14])[C:6]([C:17]([O:19][CH2:20][CH3:21])=[O:18])=[CH:5]2.C([O-])([O-])=O.[K+].[K+].[CH3:28][C:29](C)=O>>[CH2:28]([O:1][C:2]1[CH:3]=[C:4]2[C:9](=[C:10]([CH3:12])[CH:11]=1)[O:8][CH:7]([C:13]([F:16])([F:14])[F:15])[C:6]([C:17]([O:19][CH2:20][CH3:21])=[O:18])=[CH:5]2)[CH3:29] |f:1.2.3|. Reported procedure: The ethyl 6-hydroxy-8-methyl-2-(trifluoromethyl)-2H-chromene-3-carboxylate prepared as in Example 613b, Step 2 (0.2 g, 0.66 mmole) and K2CO3 (0.48 g, 3.44 mmole) was suspended in acetone (7.5 mL). lodoethane (1.03 g, 6.60 mmole) was added and heated to 55° C. for 3 hrs. The contents were filtered through a plug of celite and washed with acetone. The solution was concentrated in vacuo to give an orange solid (0.22 g, 98%). GCMS m/z 330.0 (M+). LCMS m/z 331.0 (M+H). 1H NMR (CDCl3/400 MHz) 7.62 (s,... The reactants are C([O-])(O)=O.[Na+] (sodium bicarbonate), ClC(C(OC(C)(C)C)=N)(Cl)Cl (tert-butyl trichloroacetimidate), B(F)(F)F.CCOCC (boron trifluoride diethyl etherate), OC1C=CC(C1)=O (4-hydroxy-2-cyclopentenone). Solvent: C(Cl)Cl (methylene chloride). Reaction conditions: temperature 6.5 celsius, time 2 hour. Product: C(C)(C)(C)OC1C=CC(C1)=O (4-tert-butoxy-cyclopent-2-enone). Isolated yield 19.7%. As a reaction SMILES: [OH:1][CH:2]1[CH2:6][C:5](=[O:7])[CH:4]=[CH:3]1.ClC(Cl)(Cl)C(=N)O[C:12]([CH3:15])([CH3:14])[CH3:13].B(F)(F)F.CCOCC.C(=O)(O)[O-].[Na+]>C(Cl)Cl>[C:12]([O:7][CH:5]1[CH2:6][C:2](=[O:1])[CH:3]=[CH:4]1)([CH3:15])([CH3:14])[CH3:13] |f:2.3,4.5|. Procedure: A solution of 4-hydroxy-2-cyclopentenone (1.15 g, 11.7 mmol) in methylene chloride is cooled to 3° C. and treated sequentially with tert-butyl trichloroacetimidate (4.2 mL, 23.7 mmol) and boron trifluoride diethyl etherate (0.15 mL). The reaction mixture is stirred at 3-10° C. for 2 hours and then allowed to warm to room temperature and stirred for 22 hours. The reaction mixture is then treated with sodium bicarbonate (250 mg) and filtered. The filtrate is concentrated under vacuum and the resid... Starting materials: COc1ccc(C=C(C(=O)O)c2ccccc2)cc1, CCOC(C)=O. The product is COc1ccc(CC(C(=O)O)c2ccccc2)cc1. RXN SMILES: [CH3:1][O:2][c:3]1[cH:4][cH:5][c:6]([CH:9]=[C:10]([C:11](=[O:12])[OH:13])[c:14]2[cH:15][cH:16][cH:17][cH:18][cH:19]2)[cH:7][cH:8]1.[CH3:20][CH2:21][O:22][C:23](=[O:24])[CH3:25]>>[CH3:1][O:2][c:3]1[cH:4][cH:5][c:6]([CH2:9][CH:10]([C:11](=[O:12])[OH:13])[c:14]2[cH:15][cH:16][cH:17][cH:18][cH:19]2)[cH:7][cH:8]1.